This data is from the Open Reaction Database (ORD), a public repository of structured organic reaction records. The task is: describe an organic reaction: reactants, conditions, products, and yield Starting materials: Cl.Cl.C(C1=CN=CC=C1)(=O)NN (nicotinic acid hydrazide dihydrochloride), N(=O)[O-].[Na+] (sodium nitrite), C([O-])(O)=O.[Na+] (sodium bicarbonate), C(C)OCC (Diethyl ether). Solvent: O (water), O (water). Yields the product C(C1=CN=CC=C1)N=[N+]=[N-] (nicotinyl azide). Yield: 86.1%. Reaction SMILES: Cl.Cl.[C:3]([NH:11][NH2:12])(=O)[C:4]1[CH:9]=[CH:8][CH:7]=[N:6][CH:5]=1.[N:13]([O-])=O.[Na+].C(OCC)C.C(=O)(O)[O-].[Na+]>O>[CH2:3]([N:11]=[N+:12]=[N-:13])[C:4]1[CH:9]=[CH:8][CH:7]=[N:6][CH:5]=1 |f:0.1.2,3.4,6.7|. Procedure details: To a solution of nicotinic acid hydrazide dihydrochloride (2 g) in water (10 ml) was added a solution of sodium nitrite (1.6 g) in water (10 ml), keeping the temperature below 20° C. Diethyl ether (50 ml) was then added and the mixture basified by the careful addition of solid sodium bicarbonate. The organic layer was separated, washed with water (20 ml), dried over anhydrous magnesium sulphate and evaporated to dryness under vacuum to give nicotinyl azide (1.1 g) m.pt. 54° C. This azide (1.1 g)...